This data is from the Open Reaction Database (ORD), a public repository of structured organic reaction records. The task is: describe an organic reaction: reactants, conditions, products, and yield Starting materials: BrC=1C=C(C=CC1C#N)N[C@@H](C(=O)N)C ((R)-2-(3-bromo-4-cyanophenylamino)propanamide), Cl.NC1=CC(=NS1)C (5-amino-3-methylisothiazole hydrochloride), C=1C=CC(=CC1)P(C=2C=CC=CC2)C3=CC=C4C=CC=CC4=C3C5=C6C=CC=CC6=CC=C5P(C=7C=CC=CC7)C=8C=CC=CC8 (BINAP), C(=O)([O-])[O-].[K+].[K+] (K2CO3). The reagents and catalysts are CC(=O)[O-].CC(=O)[O-].[Pd+2] (Pd(OAc)2). Run in O1CCOCC1 (dioxane). Run at time 18 hour. Yields the product C(#N)C1=C(C=C(C=C1)N[C@@H](C(=O)N)C)NC1=CC(=NS1)C ((R)-2-(4-cyano-3-(3-methylisothiazol-5-ylamino)phenylamino)propanamide). Yield: 61.1%. Reaction SMILES: Br[C:2]1[CH:3]=[C:4]([NH:10][C@H:11]([CH3:15])[C:12]([NH2:14])=[O:13])[CH:5]=[CH:6][C:7]=1[C:8]#[N:9].Cl.[NH2:17][C:18]1[S:22][N:21]=[C:20]([CH3:23])[CH:19]=1.C1C=CC(P(C2C(C3C(P(C4C=CC=CC=4)C4C=CC=CC=4)=CC=C4C=3C=CC=C4)=C3C(C=CC=C3)=CC=2)C2C=CC=CC=2)=CC=1.C([O-])([O-])=O.[K+].[K+]>O1CCOCC1.CC([O-])=O.CC([O-])=O.[Pd+2]>[C:8]([C:7]1[CH:6]=[CH:5][C:4]([NH:10][C@H:11]([CH3:15])[C:12]([NH2:14])=[O:13])=[CH:3][C:2]=1[NH:17][C:18]1[S:22][N:21]=[C:20]([CH3:23])[CH:19]=1)#[N:9] |f:1.2,4.5.6,8.9.10|. Procedure: A mixture of (R)-2-(3-bromo-4-cyanophenylamino)propanamide (185 mg, 0.690 mmol), 5-amino-3-methylisothiazole hydrochloride (133 mg, 0.883 mmol), BINAP (40 mg, 0.064 mmol), Pd(OAc)2 (30 mg, 0.13 mmol) and K2CO3 (300 mg, 2.17 mmol) in dioxane (4 mL) was degassed with Ar, then was stirred at 120 C for 18 h. The mixture was concentrated in vacuo. The residue was purified by HPLC to give ((R)-2-(4-cyano-3-(3-methylisothiazol-5-ylamino)phenylamino)propanamide (127 mg).